This data is from the Open Reaction Database (ORD), a public repository of structured organic reaction records. The task is: describe an organic reaction: reactants, conditions, products, and yield Reactants: CC1=C(NC2=C1C(N(CC2)CCN2CCCCC2)=O)C=O (3-methyl-4-oxo-5-(2-piperidin-1-yl-ethyl)-4,5,6,7-tetrahydro-1H-pyrrolo[3,2-c]pyridine-2-carbaldehyde), BrC=1C=C2CC(NC2=CC1)=O (5-bromo-1,3-dihydro-indol-2-one). Yields the product BrC=1C=C2C(C(NC2=CC1)=O)=CC1=C(C=2C(N(CCC2N1)CCN1CCCCC1)=O)C (2-(5-bromo-2-oxo-1,2-dihydro-indol-3-ylidenemethyl)-3-methyl-5-(2-piperidin-1-yl-ethyl)-1,5,6,7-tetrahydro-pyrrolo[3,2-c]pyridin-4-one). The yield is 75.2%. RXN SMILES: [CH3:1][C:2]1[C:6]2[C:7](=[O:19])[N:8]([CH2:11][CH2:12][N:13]3[CH2:18][CH2:17][CH2:16][CH2:15][CH2:14]3)[CH2:9][CH2:10][C:5]=2[NH:4][C:3]=1[CH:20]=O.[Br:22][C:23]1[CH:24]=[C:25]2[C:29](=[CH:30][CH:31]=1)[NH:28][C:27](=[O:32])[CH2:26]2>>[Br:22][C:23]1[CH:24]=[C:25]2[C:29](=[CH:30][CH:31]=1)[NH:28][C:27](=[O:32])[C:26]2=[CH:20][C:3]1[NH:4][C:5]2[CH2:10][CH2:9][N:8]([CH2:11][CH2:12][N:13]3[CH2:14][CH2:15][CH2:16][CH2:17][CH2:18]3)[C:7](=[O:19])[C:6]=2[C:2]=1[CH3:1]. Procedure: The title compound was prepared under the same conditions as described in Example 25 with 3-methyl-4-oxo-5-(2-piperidin-1-yl-ethyl)-4,5,6,7-tetrahydro-1H-pyrrolo[3,2-c]pyridine-2-carbaldehyde and 5-bromo-1,3-dihydro-indol-2-one as starting materials to give 2-(5-bromo-2-oxo-1,2-dihydro-indol-3-ylidenemethyl)-3-methyl-5-(2-piperidin-1-yl-ethyl)-1,5,6,7-tetrahydro-pyrrolo[3,2-c]pyridin-4-one (62 mg, 75.2%) as an orange solid. The reactants are O=C([O-])[O-], CNCc1ccncc1, CC(C)=O, O=C(CCc1ccc(CCl)cc1)Nc1ccc(-c2ccc(Cl)cc2)cc1, [K+], [K+]. Yields the product CN(Cc1ccncc1)Cc1ccc(CCC(=O)Nc2ccc(-c3ccc(Cl)cc3)cc2)cc1. RXN SMILES: [C:36](=[O:37])([O-:38])[O-:39].[CH3:27][NH:28][CH2:29][c:30]1[cH:31][cH:32][n:33][cH:34][cH:35]1.[CH3:42][C:43](=[O:44])[CH3:45].[Cl:1][c:2]1[cH:3][cH:4][c:5](-[c:8]2[cH:9][cH:10][c:11]([NH:14][C:15]([CH2:16][CH2:17][c:18]3[cH:19][cH:20][c:21]([CH2:24][Cl:25])[cH:22][cH:23]3)=[O:26])[cH:12][cH:13]2)[cH:6][cH:7]1.[K+:40].[K+:41]>>[Cl:1][c:2]1[cH:3][cH:4][c:5](-[c:8]2[cH:9][cH:10][c:11]([NH:14][C:15]([CH2:16][CH2:17][c:18]3[cH:19][cH:20][c:21]([CH2:24][N:28]([CH3:27])[CH2:29][c:30]4[cH:31][cH:32][n:33][cH:34][cH:35]4)[cH:22][cH:23]3)=[O:26])[cH:12][cH:13]2)[cH:6][cH:7]1. Starting materials: CCCN1CCOC(c2ccc(O)c(Br)c2)C1, BrCc1ccccc1, O=C([O-])[O-], [K+], [K+], CN(C)C=O. The product is CCCN1CCOC(c2ccc(OCc3ccccc3)c(Br)c2)C1. As a reaction SMILES: [Br:1][c:2]1[c:3]([OH:17])[cH:4][cH:5][c:6]([CH:8]2[O:9][CH2:10][CH2:11][N:12]([CH2:14][CH2:15][CH3:16])[CH2:13]2)[cH:7]1.[Br:24][CH2:25][c:26]1[cH:27][cH:28][cH:29][cH:30][cH:31]1.[C:18](=[O:19])([O-:20])[O-:21].[K+:22].[K+:23].[O:32]=[CH:33][N:34]([CH3:35])[CH3:36]>>[Br:1][c:2]1[c:3]([O:17][CH2:25][c:26]2[cH:27][cH:28][cH:29][cH:30][cH:31]2)[cH:4][cH:5][c:6]([CH:8]2[O:9][CH2:10][CH2:11][N:12]([CH2:14][CH2:15][CH3:16])[CH2:13]2)[cH:7]1. The reactants are Cl (hydrochloric acid), C(C)(=O)O[C@]1(C(C)=O)CC[C@H]2[C@@H]3[C@H]4[C@@H](C5=CC(OC[C@]5(C)[C@H]3CC[C@]12C)=O)O4 (17α-acetoxy-6α,7α-epoxy-2-oxa-4-pregnene-3,20-dione), O (Water). Solvent: O1CCCC1 (tetrahydrofuran). Run at time 10 minute. Product: C(C)(=O)O[C@]1(C(C)=O)CC[C@H]2[C@@H]3[C@@H]([C@H](C4=CC(OC[C@]4(C)[C@H]3CC[C@]12C)=O)Cl)O (17α-acetoxy-6β-chloro-7α-hydroxy-2-oxa-4-pregnene-3,20-dione). As a reaction SMILES: [ClH:1].[C:2]([O:5][C@:6]1([C@:26]2([CH3:27])[C@H:12]([C@H:13]3[C@H:23]([CH2:24][CH2:25]2)[C@:21]2([CH3:22])[C:16](=[CH:17][C:18](=[O:28])[O:19][CH2:20]2)[C@H:15]2[O:29][C@@H:14]32)[CH2:11][CH2:10]1)[C:7](=[O:9])[CH3:8])(=[O:4])[CH3:3].O>O1CCCC1>[C:2]([O:5][C@:6]1([C@:26]2([CH3:27])[C@H:12]([C@H:13]3[C@H:23]([CH2:24][CH2:25]2)[C@:21]2([CH3:22])[C:16](=[CH:17][C:18](=[O:28])[O:19][CH2:20]2)[C@H:15]([Cl:1])[C@H:14]3[OH:29])[CH2:11][CH2:10]1)[C:7](=[O:9])[CH3:8])(=[O:4])[CH3:3]. Procedure: Concentrated hydrochloric acid (0.1 ml) was adde*d to a solution of 97 mg of 17α-acetoxy-6α,7α-epoxy-2-oxa-4-pregnene-3,20-dione in 4 ml of tetrahydrofuran, and the solution was stirred at room temperature for 10 minutes. Water was added to the reaction mixture, and the mixture was extracted with ethyl acetate. The extract was washed with a saturated aqueous solution of sodium hydrogen carbonate, and dried over anhydrous magnesium sulfate. The solvent was evaporated under reduced pressure to giv... The reactants are C(C)C1=NC2=C(N1C1=NC(=C3N=C(N(C3=N1)C)C=O)N1CCOCC1)C=CC=C2 (2-(2-ethylbenzoimidazol-1-yl)-9-methyl-6-morpholin-4-yl-9H-purine-8-carbaldehyde), N1CC(C1)N1CC(NCC1)=O (4-azetidin-3-ylpiperazin-2-one), ClCCCl (DCE), C(C)(=O)O[BH-](OC(C)=O)OC(C)=O.[Na+] (sodium triacetoxyborohydride). The solvent is CO (MeOH). Conditions: time 16 hour. The product is C(C)C1=NC2=C(N1C1=NC(=C3N=C(N(C3=N1)C)CC1C(CN1)N1CC(NCC1)=O)N1CCOCC1)C=CC=C2 (4-(4-((2-(2-ethyl-1H-benzo[d]imidazol-1-yl)-9-methyl-6-morpholino-9H-purin-8-yl)methyl)azetidin-3-yl)piperazin-2-one). Reaction SMILES: [CH2:1]([C:3]1[N:7]([C:8]2[N:16]=[C:15]3[C:11]([N:12]=[C:13]([CH:18]=O)[N:14]3[CH3:17])=[C:10]([N:20]3[CH2:25][CH2:24][O:23][CH2:22][CH2:21]3)[N:9]=2)[C:6]2[CH:26]=[CH:27][CH:28]=[CH:29][C:5]=2[N:4]=1)[CH3:2].[NH:30]1[CH2:33][CH:32]([N:34]2[CH2:39][CH2:38][NH:37][C:36](=[O:40])[CH2:35]2)[CH2:31]1.ClCCCl.C(O[BH-](OC(=O)C)OC(=O)C)(=O)C.[Na+]>CO>[CH2:1]([C:3]1[N:7]([C:8]2[N:16]=[C:15]3[C:11]([N:12]=[C:13]([CH2:18][CH:33]4[NH:30][CH2:31][CH:32]4[N:34]4[CH2:39][CH2:38][NH:37][C:36](=[O:40])[CH2:35]4)[N:14]3[CH3:17])=[C:10]([N:20]3[CH2:25][CH2:24][O:23][CH2:22][CH2:21]3)[N:9]=2)[C:6]2[CH:26]=[CH:27][CH:28]=[CH:29][C:5]=2[N:4]=1)[CH3:2] |f:3.4|. Procedure details: A mixture of 2-(2-ethylbenzoimidazol-1-yl)-9-methyl-6-morpholin-4-yl-9H-purine-8-carbaldehyde (100 mg, 0.26 mmol), 4-azetidin-3-ylpiperazin-2-one (44 mg, 0.28 mmol) and 4 Å powdered molecular sieves (250 mg) in MeOH (2 mL) and DCE (5 mL) was stirred at room temperature for 2 h before the addition of sodium triacetoxyborohydride (108 mg, 0.51 mmol). The reaction mixture was stirred for 16 h then filtered through celite, washing with DCM. The organic phase was washed with brine (×1) and concentrat... Starting materials: Cl.NC1[C@@H]2N(C(=C(CS2)Cl)C(=O)OCC2=CC=C(C=C2)[N+](=O)[O-])C1=O (4-nitrobenzyl 7-amino-3-chloro-3-cephem-4-carboxylate hydrochloride), C[Si](C)(C)CC(=O)N (trimethylsilylacetamide), S1CCSC(=C1)C(C(=O)O)=NOC (2-(2,3-dihydro-1,4-dithiin-5-yl)-2-methoxyiminoacetic acid), P(=O)(Cl)(Cl)Cl (phosphoryl chloride). Run in C(C)(=O)OCC (ethyl acetate), C(C)(=O)OCC (ethyl acetate), CN(C=O)C (N,N-dimethylformamide). The product is S1CCSC(=C1)C(C(=O)NC1[C@@H]2N(C(=C(CS2)Cl)C(=O)OCC2=CC=C(C=C2)[N+](=O)[O-])C1=O)=NOC (4-nitrobenzyl 7-[2-(2,3-dihydro-1,4-dithiin-5-yl)-2-methoxyiminoacetamido]-3-chloro-3-cephem-4-carboxylate). Yield: 89.4%. Reaction SMILES: Cl.[NH2:2][CH:3]1[C:24](=[O:25])[N:5]2[C:6]([C:11]([O:13][CH2:14][C:15]3[CH:20]=[CH:19][C:18]([N+:21]([O-:23])=[O:22])=[CH:17][CH:16]=3)=[O:12])=[C:7]([Cl:10])[CH2:8][S:9][C@H:4]12.C[Si](CC(N)=O)(C)C.[S:34]1[CH:39]=[C:38]([C:40](=[N:44][O:45][CH3:46])[C:41](O)=[O:42])[S:37][CH2:36][CH2:35]1.P(Cl)(Cl)(Cl)=O>C(OCC)(=O)C.CN(C)C=O>[S:34]1[CH:39]=[C:38]([C:40](=[N:44][O:45][CH3:46])[C:41]([NH:2][CH:3]2[C:24](=[O:25])[N:5]3[C:6]([C:11]([O:13][CH2:14][C:15]4[CH:16]=[CH:17][C:18]([N+:21]([O-:23])=[O:22])=[CH:19][CH:20]=4)=[O:12])=[C:7]([Cl:10])[CH2:8][S:9][C@H:4]23)=[O:42])[S:37][CH2:36][CH2:35]1 |f:0.1|. Procedure details: A solution of 4-nitrobenzyl 7-amino-3-chloro-3-cephem-4-carboxylate hydrochloride (4.06 g.) and trimethylsilylacetamide (9.19 g.) in ethyl acetate (40 ml.) and a solution of 2-(2,3-dihydro-1,4-dithiin-5-yl)-2-methoxyiminoacetic acid (syn isomer, 2.2 g.), N,N-dimethylformamide (0.8 g.) and phosphoryl chloride (1.67 g.) in ethyl acetate (24 ml.) were treated in a similar manner to that of Example 19-(1) to give 4-nitrobenzyl 7-[2-(2,3-dihydro-1,4-dithiin-5-yl)-2-methoxyiminoacetamido]-3-chloro-3-c...